Dataset: the Open Reaction Database (ORD), a public repository of structured organic reaction records. Task: describe an organic reaction: reactants, conditions, products, and yield The reactants are CCCCN, O=C1c2ccccc2C(=O)c2c1cccc2[N+](=O)[O-], CN(C)C=O. Product: CCCCNc1cccc2c1C(=O)c1ccccc1C2=O. RXN SMILES: [CH2:20]([CH2:21][CH2:22][CH3:23])[NH2:24].[N+:1]([O-:2])(=[O:3])[c:4]1[cH:5][cH:6][cH:7][c:8]2[c:17]1[C:16](=[O:18])[c:15]1[c:10]([cH:11][cH:12][cH:13][cH:14]1)[C:9]2=[O:19].[O:25]=[CH:26][N:27]([CH3:28])[CH3:29]>>[NH:1]([c:4]1[cH:5][cH:6][cH:7][c:8]2[c:17]1[C:16](=[O:18])[c:15]1[c:10]([cH:11][cH:12][cH:13][cH:14]1)[C:9]2=[O:19])[CH2:20][CH2:21][CH2:22][CH3:23]. Starting materials: ClC1=C(C(=O)NC2=CC=C(C3=CC=CC=C23)S(=O)(=O)Cl)C=CC=C1 (4-(2-chloro-benzoylamino)-naphthalene-1-sulfonyl chloride), N(=C=O)C(C)C (2-isocyanato-propane). Solvent: C(C)N(CC)CC (triethylamine). Yields the product C(CCC)(=O)N1CCC(CC1)NS(=O)(=O)C1=CC=C(C2=CC=CC=C12)NC(C1=C(C=CC=C1)Cl)=O (N-[4-(1-Butyryl-piperidin-4-ylsulfamoyl)-naphthalen-1-yl]-2-chloro-benzamide). RXN SMILES: [Cl:1][C:2]1[CH:24]=[CH:23][CH:22]=[CH:21][C:3]=1[C:4]([NH:6][C:7]1[C:16]2[C:11](=[CH:12][CH:13]=[CH:14][CH:15]=2)[C:10]([S:17](Cl)(=[O:19])=[O:18])=[CH:9][CH:8]=1)=[O:5].[N:25]([CH:28]([CH3:30])C)=[C:26]=[O:27]>C(N(CC)CC)C>[C:26]([N:25]1[CH2:28][CH2:30][CH:4]([NH:6][S:17]([C:10]2[C:11]3[C:16](=[CH:15][CH:14]=[CH:13][CH:12]=3)[C:7]([NH:6][C:4](=[O:5])[C:3]3[CH:21]=[CH:22][CH:23]=[CH:24][C:2]=3[Cl:1])=[CH:8][CH:9]=2)(=[O:19])=[O:18])[CH2:3][CH2:2]1)(=[O:27])[CH2:8][CH2:7][CH3:16]. Reported procedure: The Title Compound was Prepared Following the General Procedure in Scheme 5, beginning with 4-(2-chloro-benzoylamino)-naphthalene-1-sulfonyl chloride, and substituting butyryl chloride and triethylamine for 2-isocyanato-propane. 1H NMR (300 MHz, DMSO) δ 10.86 (s, 1H), 8.68 (d, 1H), 8.35 (d, 1H), 8.25 (d, 1H), 8.13 (d, 1H), 8.0 (m, 1H), 7.74 (m, 3H), 7.64 (m, 3H), 4.00 (d, 1H), 3.60 (d, 1H), 3.26 (m, 1H), 2.93 (t, 1H), 2.59 (m, 2H), 2.17 (t, 2H), 1.46 (m, 2H), 1.43 (q, 2H), 1.17 (m, 1H), 0.82 (t,... Starting materials: CO, COC(=O)Cc1ccc2nc(Cl)ccc2c1, NN. Product: NNC(=O)Cc1ccc2nc(Cl)ccc2c1. As a reaction SMILES: [CH3:19][OH:20].[CH3:1][O:2][C:3]([CH2:4][c:5]1[cH:6][c:7]2[cH:8][cH:9][c:10]([Cl:15])[n:11][c:12]2[cH:13][cH:14]1)=[O:16].[NH2:17][NH2:18]>>[O:2]=[C:3]([CH2:4][c:5]1[cH:6][c:7]2[cH:8][cH:9][c:10]([Cl:15])[n:11][c:12]2[cH:13][cH:14]1)[NH:17][NH2:18]. Starting materials: [Al+3], C1CCOC1, [H-], [H-], [H-], [H-], [K+], [K+], [Li+], COC(=O)c1ccc(-c2nn(Cc3ccccc3)c3ccc(N)cc23)o1, O=C([O-])[O-]. The product is Nc1ccc2c(c1)c(-c1ccc(CO)o1)nn2Cc1ccccc1. Reaction SMILES: [Al+3:28].[CH2:39]1[O:40][CH2:41][CH2:42][CH2:43]1.[H-:27].[H-:30].[H-:31].[H-:32].[K+:33].[K+:34].[Li+:29].[NH2:1][c:2]1[cH:3][c:4]2[c:5](-[c:18]3[o:19][c:20]([C:23](=[O:24])[O:25][CH3:26])[cH:21][cH:22]3)[n:6][n:7]([CH2:11][c:12]3[cH:13][cH:14][cH:15][cH:16][cH:17]3)[c:8]2[cH:9][cH:10]1.[O-:35][C:36]([O-:37])=[O:38]>>[NH2:1][c:2]1[cH:3][c:4]2[c:5](-[c:18]3[o:19][c:20]([CH2:23][OH:24])[cH:21][cH:22]3)[n:6][n:7]([CH2:11][c:12]3[cH:13][cH:14][cH:15][cH:16][cH:17]3)[c:8]2[cH:9][cH:10]1. Starting materials: OC(CN[C@@H](CCC1=CC=C(C(=O)N)C=C1)C)COC1=CC=CC=C1 (p-[(R)-3-[[(RS)-2-hydroxy-3-phenoxypropyl]amino]-butyl]benzamide), Cl (hydrochloric acid). Solvent: CO (methanol), CO (methanol). Product: Cl.OC(CN[C@@H](CCC1=CC=C(C(=O)N)C=C1)C)COC1=CC=CC=C1 (p-[(R)-3-[[(RS)-2-hydroxy-3-phenoxypropyl]amino]butyl]-benzamide hydrochloride). Reaction SMILES: [OH:1][CH:2]([CH2:18][O:19][C:20]1[CH:25]=[CH:24][CH:23]=[CH:22][CH:21]=1)[CH2:3][NH:4][C@H:5]([CH3:17])[CH2:6][CH2:7][C:8]1[CH:16]=[CH:15][C:11]([C:12]([NH2:14])=[O:13])=[CH:10][CH:9]=1.[ClH:26]>CO>[ClH:26].[OH:1][CH:2]([CH2:18][O:19][C:20]1[CH:21]=[CH:22][CH:23]=[CH:24][CH:25]=1)[CH2:3][NH:4][C@H:5]([CH3:17])[CH2:6][CH2:7][C:8]1[CH:16]=[CH:15][C:11]([C:12]([NH2:14])=[O:13])=[CH:10][CH:9]=1 |f:3.4|. Procedure: A solution of 342 mg of p-[(R)-3-[[(RS)-2-hydroxy-3-phenoxypropyl]amino]-butyl]benzamide in 5 ml of methanol was treated with 44 mg of hydrochloric acid gas in 1 ml of methanol. The solution was concentrated to 3 ml and treated with 3 ml of ether. After standing at 0° for several hours, the separated crystals were removed by filtration under suction and recrystallized from methanolether. The p-[(R)-3-[[(RS)-2-hydroxy-3-phenoxypropyl]amino]butyl]-benzamide hydrochloride obtained melted at 156°-15... Reactants: NC1=NC(=CC(=N1)C#N)OC (2-Amino-4-cyano-6-methoxypyrimidine), C(=O)(OC)C=1SC=CC1S(=O)(=O)N=C=O (2-carbomethoxythiophene-3-sulfonyl isocyanate). Solvent: C(Cl)Cl (methylene chloride). Reaction conditions: time 8 hour. The product is C(#N)C1=NC(=NC(=C1)OC)NC(=O)NS(=O)(=O)C1=C(SC=C1)C(=O)OC (3-[[(4-Cyano-6-methoxypyrimidin-2-yl)aminocarbonyl]aminosulfonyl]-2-thiophenecarboxylic acid, methyl ester). Reaction SMILES: [NH2:1][C:2]1[N:7]=[C:6]([C:8]#[N:9])[CH:5]=[C:4]([O:10][CH3:11])[N:3]=1.[C:12]([C:16]1[S:17][CH:18]=[CH:19][C:20]=1[S:21]([N:24]=[C:25]=[O:26])(=[O:23])=[O:22])([O:14][CH3:15])=[O:13]>C(Cl)Cl>[C:8]([C:6]1[CH:5]=[C:4]([O:10][CH3:11])[N:3]=[C:2]([NH:1][C:25]([NH:24][S:21]([C:20]2[CH:19]=[CH:18][S:17][C:16]=2[C:12]([O:14][CH3:15])=[O:13])(=[O:22])=[O:23])=[O:26])[N:7]=1)#[N:9]. Procedure: 2-Amino-4-cyano-6-methoxypyrimidine, 0.1 g, was mixed with 2-carbomethoxythiophene-3-sulfonyl isocyanate, 0.165 g, in 10 ml of methylene chloride. The reaction mixture was stirred at room temperature overnight. The reaction mixture was stripped to yield 0.19 g of the title compound as a solid, m.p. 89°-92° C. (dec). NMR (CDCl3): δ6.89 (s, 3H), 4.20 (s, 3H), 6.83 (s, 1H), 7.59 (d, 1H), 7.80 (d, 1H). Reported procedure: 61.0 g of 4-chloro-6-ethyl-5-fluoropyrimidine was added to 600 ml of acetonitrile, and 60.4 g of 4-chlorothiophenol was added thereto followed by lowering the temperature to 10° C. 66.1 ml of diisopropylethylamine was added to the resulting solution, and reacted for 2 hours while maintaining the temperature at room temperature. 100 ml of dichloromethane and 300 ml of water were added to the resulting mixture to separate layer, and the resulting aqueous mixture was extracted with 300 ml of dichlo... The solvent is O (water), ClCCl (dichloromethane). RXN SMILES: Cl[C:2]1[C:7]([F:8])=[C:6]([CH2:9][CH3:10])[N:5]=[CH:4][N:3]=1.C(#N)C.[Cl:14][C:15]1[CH:20]=[CH:19][C:18]([SH:21])=[CH:17][CH:16]=1.C(N(C(C)C)CC)(C)C>O.ClCCl>[Cl:14][C:15]1[CH:20]=[CH:19][C:18]([S:21][C:2]2[C:7]([F:8])=[C:6]([CH2:9][CH3:10])[N:5]=[CH:4][N:3]=2)=[CH:17][CH:16]=1. Yield: 83.8%. The product is ClC1=CC=C(C=C1)SC1=NC=NC(=C1F)CC (4-(4-chloro-phenylsulfanyl)-6-ethyl-5-fluoropyrimidine). Reactants: ClC1=NC=NC(=C1F)CC (4-chloro-6-ethyl-5-fluoropyrimidine), C(C)#N (acetonitrile), ClC1=CC=C(C=C1)S (4-chlorothiophenol), C(C)(C)N(CC)C(C)C (diisopropylethylamine). Starting materials: CCO, COC(=O)c1ccc(CC(=O)c2ccc(F)cc2)cc1, [Na+], [OH-]. Product: O=C(O)c1ccc(CC(=O)c2ccc(F)cc2)cc1. RXN SMILES: [CH3:23][CH2:24][OH:25].[F:1][c:2]1[cH:3][cH:4][c:5]([C:8]([CH2:9][c:10]2[cH:11][cH:12][c:13]([C:14](=[O:15])[O:16][CH3:17])[cH:18][cH:19]2)=[O:20])[cH:6][cH:7]1.[Na+:22].[OH-:21]>>[F:1][c:2]1[cH:3][cH:4][c:5]([C:8]([CH2:9][c:10]2[cH:11][cH:12][c:13]([C:14](=[O:15])[OH:16])[cH:18][cH:19]2)=[O:20])[cH:6][cH:7]1. Run in C(C)O (ethanol). Reported procedure: Sodium ethylate (41.4 g, 0.61 mol) was added under vigorous stirring to a solution of thiophene-2-carbaldehyde (57 g, 0.51 mol) and diethyl succinate (176 g, 1.01 mol) in ethanol (1 L). The reaction mixture was refluxed for 3 h and evaporated in vacuum (˜20 mmHg) at 50° C. until the solvent distillation ceased. The obtained residue was diluted with 500 mL of 10% HCl and 500 mL of ethyl acetate. The mixture was shaken. The organic layer was separated, diluted with 300 mL of a saturated aqueous so... The reactants are S1C(=CC=C1)C=O (thiophene-2-carbaldehyde), C(CCC(=O)OCC)(=O)OCC (diethyl succinate), CC[O-].[Na+] (Sodium ethylate). Yield: 49.0%. The product is C(C)OC(=O)C(CC(=O)O)=CC=1SC=CC1 (3-(ethoxycarbonyl)-4-thien-2-ylbut-3-enoic acid). RXN SMILES: CC[O-].[Na+].[S:5]1[CH:9]=[CH:8][CH:7]=[C:6]1[CH:10]=O.[C:12]([O:21]CC)(=[O:20])[CH2:13][CH2:14][C:15]([O:17][CH2:18][CH3:19])=[O:16]>C(O)C>[CH2:18]([O:17][C:15]([C:14](=[CH:10][C:6]1[S:5][CH:9]=[CH:8][CH:7]=1)[CH2:13][C:12]([OH:21])=[O:20])=[O:16])[CH3:19] |f:0.1|. Starting materials: C(=O)(C(F)(F)F)O (TFA), CSC=1N=NC(=C(N1)NC1=CC=C(C=C1)C)C(=O)N (3-(Methylthio)-5-(p-tolylamino)-1,2,4-triazine-6-carboxamide), C1=CC(=CC(=C1)Cl)C(=O)OO (mCPBA), CCN(C(C)C)C(C)C (DIEA), Cl.N[C@@H](C(=O)N)CC ((R)-2-aminobutanamide hydrochloride). Solvent: CN1CCCC1=O (NMP), O (water). Reaction conditions: time 1 hour. The product is NC([C@@H](CC)NC=1N=NC(=C(N1)NC1=CC=C(C=C1)C)C(=O)N)=O ((R)-3-((1-amino-1-oxobutan-2-yl)amino)-5-(p-tolylamino)-1,2,4-triazine-6-carboxamide). The yield is 132.5%. Reaction SMILES: CS[C:3]1[N:4]=[N:5][C:6]([C:17]([NH2:19])=[O:18])=[C:7]([NH:9][C:10]2[CH:15]=[CH:14][C:13]([CH3:16])=[CH:12][CH:11]=2)[N:8]=1.C1C=C(Cl)C=C(C(OO)=O)C=1.CCN(C(C)C)C(C)C.Cl.[NH2:41][C@H:42]([CH2:46][CH3:47])[C:43]([NH2:45])=[O:44].C(O)(C(F)(F)F)=O>CN1C(=O)CCC1.O>[NH2:45][C:43](=[O:44])[C@H:42]([NH:41][C:3]1[N:4]=[N:5][C:6]([C:17]([NH2:19])=[O:18])=[C:7]([NH:9][C:10]2[CH:15]=[CH:14][C:13]([CH3:16])=[CH:12][CH:11]=2)[N:8]=1)[CH2:46][CH3:47] |f:3.4|. Reported procedure: 3-(Methylthio)-5-(p-tolylamino)-1,2,4-triazine-6-carboxamide (31 mg, 0.11 mmol) was dissolved in 5 mL NMP. To it was added mCPBA (77%) (100 mg, 0.44 mmol). The mixture was stirred at RT for 1 h. To it was added DIEA (0.20 mL, 1.1 mmol) and (R)-2-aminobutanamide hydrochloride (77 mg, 0.55 mmol). The mixture was stirred at 80° C. for 2.5 h. The mixture was cooled to RT, acidified with TFA (0.3 mL), diluted with water, filtered and subjected to reverse phase preparative HPLC to isolate the title co...